This data is from the Open Reaction Database (ORD), a public repository of structured organic reaction records. The task is: describe an organic reaction: reactants, conditions, products, and yield Starting materials: [OH-].[Li+] (lithium hydroxide), BrC=1C=CC(=C(C1)C=C1C(C(OC1(C)C)(C)C)=O)C1CC1 (4-[1-(5-bromo-2-cyclopropylphenyl)methylidene]-2,2,5,5-tetramethyldihydrofuran-3-one), OO (hydrogen peroxide). Solvent: CO (methanol). Conditions: temperature 45 celsius, time 30 minute. The product is BrC=1C=CC(=C(C1)C1OC12C(OC(C2=O)(C)C)(C)C)C2CC2 (2-(5-bromo-2-cyclopropylphenyl)-4,4,6,6-tetramethyl-1,5-dioxaspiro[2.4]heptan-7-one). RXN SMILES: [Br:1][C:2]1[CH:3]=[CH:4][C:5]([CH:19]2[CH2:21][CH2:20]2)=[C:6]([CH:8]=[C:9]2[C:13]([CH3:15])([CH3:14])[O:12][C:11]([CH3:17])([CH3:16])[C:10]2=[O:18])[CH:7]=1.[OH-:22].[Li+].OO>CO>[Br:1][C:2]1[CH:3]=[CH:4][C:5]([CH:19]2[CH2:21][CH2:20]2)=[C:6]([CH:8]2[C:9]3([C:10](=[O:18])[C:11]([CH3:17])([CH3:16])[O:12][C:13]3([CH3:14])[CH3:15])[O:22]2)[CH:7]=1 |f:1.2|. Procedure: To a solution of 4-[1-(5-bromo-2-cyclopropylphenyl)methylidene]-2,2,5,5-tetramethyldihydrofuran-3-one (189 g, 541 mmol) in methanol (2650 ml) at 53° C. is added and 2M aqueous lithium hydroxide (27.1 ml, 54.2 mmol) then 50% aqueous hydrogen peroxide (46.1 ml, 812 mmol). After stirring for 30 minutes at this temperature the solution is cooled to 45° C. and quenched with saturated aqueous sodium thiosulfate. Distilled water (1000 ml) is added and the organic solvents are removed in vacuo. The aque... Procedure: Ether (100 mL) was added to a 500 mL round-bottom flask containing (S)-2-(dibenzylamino)-3-(4-(trifluoromethyl)phenyl)propanal (4.51 g, 11.3 mmol). The mixture was cooled to −78° C., and methylmagnesium bromide (3.16 M ether, 35.9 mL, 113 mmol) was added dropwise over 15 minutes. After 5 hours, ammonium chloride (50 mL) was added dropwise, and the mixture was warmed to room temperature. The mixture was extracted with EtOAc (2×500 mL), washed with brine (250 mL), dried over sodium sulfate, and pu... Yield: 66.1%. Starting materials: C(C1=CC=CC=C1)N([C@H](C=O)CC1=CC=C(C=C1)C(F)(F)F)CC1=CC=CC=C1 ((S)-2-(dibenzylamino)-3-(4-(trifluoromethyl)phenyl)propanal), C[Mg]Br (methylmagnesium bromide), [Cl-].[NH4+] (ammonium chloride). Run at temperature -78 celsius, time 5 hour. The product is C(C1=CC=CC=C1)N([C@H]([C@@H](C)O)CC1=CC=C(C=C1)C(F)(F)F)CC1=CC=CC=C1 ((2R,3S)-3-(dibenzylamino)-4-(4-(trifluoromethyl)phenyl)butan-2-ol). Solvent: CCOCC (Ether). RXN SMILES: [CH2:1]([N:8]([CH2:23][C:24]1[CH:29]=[CH:28][CH:27]=[CH:26][CH:25]=1)[C@@H:9]([CH2:12][C:13]1[CH:18]=[CH:17][C:16]([C:19]([F:22])([F:21])[F:20])=[CH:15][CH:14]=1)[CH:10]=[O:11])[C:2]1[CH:7]=[CH:6][CH:5]=[CH:4][CH:3]=1.[CH3:30][Mg]Br.[Cl-].[NH4+]>CCOCC>[CH2:23]([N:8]([CH2:1][C:2]1[CH:7]=[CH:6][CH:5]=[CH:4][CH:3]=1)[C@@H:9]([CH2:12][C:13]1[CH:18]=[CH:17][C:16]([C:19]([F:22])([F:21])[F:20])=[CH:15][CH:14]=1)[C@H:10]([OH:11])[CH3:30])[C:24]1[CH:25]=[CH:26][CH:27]=[CH:28][CH:29]=1 |f:2.3|. Reactants: FC(OC=1C(=NC=CC1)C(C)(C)NC=1N=NC(=CN1)C=1SC(=CN1)C#N)F (2-(3-(2-(3-(difluoromethoxy)pyridin-2-yl)propan-2-ylamino)-1,2,4-triazin-6-yl)thiazole-5-carbonitrile), OO (H2O2), C(=O)([O-])[O-].[K+].[K+] (K2CO3), CS(=O)C (DMSO). Solvent: C(C)(=O)O (Acetic acid). Run at temperature 0 celsius, time 1 hour. The product is FC(OC=1C(=NC=CC1)C(C)(C)NC=1N=NC(=CN1)C=1SC(=CN1)C(=O)N)F (2-(3-(2-(3-(difluoromethoxy)pyridin-2-yl)propan-2-ylamino)-1,2,4-triazin-6-yl)thiazole-5-carboxamide). Yield: 148.6%. RXN SMILES: [F:1][CH:2]([F:27])[O:3][C:4]1[C:5]([C:10]([NH:13][C:14]2[N:15]=[N:16][C:17]([C:20]3[S:21][C:22]([C:25]#[N:26])=[CH:23][N:24]=3)=[CH:18][N:19]=2)([CH3:12])[CH3:11])=[N:6][CH:7]=[CH:8][CH:9]=1.C([O-])([O-])=[O:29].[K+].[K+].CS(C)=O.OO>C(O)(=O)C>[F:27][CH:2]([F:1])[O:3][C:4]1[C:5]([C:10]([NH:13][C:14]2[N:15]=[N:16][C:17]([C:20]3[S:21][C:22]([C:25]([NH2:26])=[O:29])=[CH:23][N:24]=3)=[CH:18][N:19]=2)([CH3:12])[CH3:11])=[N:6][CH:7]=[CH:8][CH:9]=1 |f:1.2.3|. Procedure: 2-(3-(2-(3-(difluoromethoxy)pyridin-2-yl)propan-2-ylamino)-1,2,4-triazin-6-yl)thiazole-5-carbonitrile (15 mg, 38 μmol), K2CO3 (50 mg, 0.35 mmol), and DMSO (1 mL) were combined in a vial and cooled to 0° C. H2O2 (0.1 mL of 35% solution) was then added and the reaction was warmed to rt and stirred for 1 h. Acetic acid (0.1 mL) was added, and the reaction was filtered and then purified using reverse phase chromatography to afford 23 mg of 2-(3-(2-(3-(difluoromethoxy)pyridin-2-yl)propan-2-ylamino)-1... Starting materials: ClC=1C=NC=C(C1SC1=C(C=C(S1)C(=O)Cl)[N+](=O)[O-])Cl (5-[(3,5-dichloro-4-pyridyl)sulfanyl]-4-nitro-thiophene-2-carbonyl chloride), CS(=O)(=O)C1=CC=C(N)C=C1 (4-methylsulfonylaniline). The product is ClC=1C=NC=C(C1SC1=C(C=C(S1)C(=O)NC1=CC=C(C=C1)S(=O)(=O)C)[N+](=O)[O-])Cl (5-((3,5-dichloropyridin-4-yl)thio)-N-(4-(methylsulfonyl)phenyl)-4-nitrothiophene-2-carboxamide), solid. The yield is 37.0%. RXN SMILES: [Cl:1][C:2]1[CH:3]=[N:4][CH:5]=[C:6]([Cl:20])[C:7]=1[S:8][C:9]1[S:13][C:12]([C:14](Cl)=[O:15])=[CH:11][C:10]=1[N+:17]([O-:19])=[O:18].[CH3:21][S:22]([C:25]1[CH:31]=[CH:30][C:28]([NH2:29])=[CH:27][CH:26]=1)(=[O:24])=[O:23]>>[Cl:1][C:2]1[CH:3]=[N:4][CH:5]=[C:6]([Cl:20])[C:7]=1[S:8][C:9]1[S:13][C:12]([C:14]([NH:29][C:28]2[CH:27]=[CH:26][C:25]([S:22]([CH3:21])(=[O:24])=[O:23])=[CH:31][CH:30]=2)=[O:15])=[CH:11][C:10]=1[N+:17]([O-:19])=[O:18]. Procedure details: Prepared according to the procedure described for example 50 from 5-[(3,5-dichloro-4-pyridyl)sulfanyl]-4-nitro-thiophene-2-carbonyl chloride (120 mg, 0.33 mmol) and 4-methylsulfonylaniline (66 mg, 0.39 mmol). The title compound was obtained as a yellow solid (60 mg, 37% yield). 1H NMR (400 MHz, d6-DMSO) δ: 10.88 (1H, m), 9.01 (2H, s), 8.87 (1H, s), 7.96 (4H, s), 3.20 (3H, s). MS m/z: 502.04, 503.99 [M+H]+. Yield: 86.1%. Conditions: temperature 100 celsius, time 2 hour. Product: ClC1=C2C(=NC=N1)N(N=C2)C=2C(=C(C#N)C=CC2)C (3-(4-chloro-1H-pyrazolo[3,4-d]pyrimidin-1-yl)-2-methylbenzonitrile). The reactants are P(=O)(Cl)(Cl)Cl (Phosphoryl trichloride), OC1=C2C(=NC=N1)N(N=C2)C=2C(=C(C#N)C=CC2)C (3-(4-hydroxy-1H-pyrazolo[3,4-d]pyrimidin-1-yl)-2-methylbenzonitrile). Reported procedure: Phosphoryl trichloride (9.92 ml, 103.49 mmol) was added to 3-(4-hydroxy-1H-pyrazolo[3,4-d]pyrimidin-1-yl)-2-methylbenzonitrile (Intermediate AT3) (1.3 g, 5.17 mmol). The resulting solution was stirred at 100° C. for 2 hours. The reaction mixture was evaporated (azeotroping with toluene ×3) giving a brown oil which was triturated with ice/water to give afford the product (1.200 g) which was used without further purification. As a reaction SMILES: P(Cl)(Cl)([Cl:3])=O.O[C:7]1[N:12]=[CH:11][N:10]=[C:9]2[N:13]([C:16]3[C:17]([CH3:24])=[C:18]([CH:21]=[CH:22][CH:23]=3)[C:19]#[N:20])[N:14]=[CH:15][C:8]=12>>[Cl:3][C:7]1[N:12]=[CH:11][N:10]=[C:9]2[N:13]([C:16]3[C:17]([CH3:24])=[C:18]([CH:21]=[CH:22][CH:23]=3)[C:19]#[N:20])[N:14]=[CH:15][C:8]=12.